Dataset: the Open Reaction Database (ORD), a public repository of structured organic reaction records. Task: describe an organic reaction: reactants, conditions, products, and yield Starting materials: [BH4-].[Na+] (NaBH4), ClC1=CC=C2C(=C(N(C2=C1)C)C=1C=NC=C(C1)C=O)C#N (6-Chloro-2-(5-formyl-pyridin-3-yl)-1-methyl-1H-indole-3-carbonitrile), C(C)S(=O)(=O)N (ethanesulfonamide), C1(=CC=CC=C1)C (toluene). Reagents/catalysts: CC([O-])C.[Ti+4].CC([O-])C.CC([O-])C.CC([O-])C (titanium(IV) isopropoxide). The solvent is CO (MeOH), O (Water). Run at temperature 120 celsius, time 8 hour. Yields the product ClC1=CC=C2C(=C(N(C2=C1)C)C=1C=C(C=NC1)CNS(=O)(=O)CC)C#N (N-[5-(6-chloro-3-cyano-1-methyl-1H-indol-2-yl)-pyridin-3-ylmethyl]-ethanesulfonamide). Reaction SMILES: [Cl:1][C:2]1[CH:10]=[C:9]2[C:5]([C:6]([C:20]#[N:21])=[C:7]([C:12]3[CH:13]=[N:14][CH:15]=[C:16]([CH:18]=O)[CH:17]=3)[N:8]2[CH3:11])=[CH:4][CH:3]=1.[CH2:22]([S:24]([NH2:27])(=[O:26])=[O:25])[CH3:23].C1(C)C=CC=CC=1.[BH4-].[Na+]>CO.CC(C)[O-].[Ti+4].CC(C)[O-].CC(C)[O-].CC(C)[O-].O>[Cl:1][C:2]1[CH:10]=[C:9]2[C:5]([C:6]([C:20]#[N:21])=[C:7]([C:12]3[CH:17]=[C:16]([CH2:18][NH:27][S:24]([CH2:22][CH3:23])(=[O:26])=[O:25])[CH:15]=[N:14][CH:13]=3)[N:8]2[CH3:11])=[CH:4][CH:3]=1 |f:3.4,6.7.8.9.10|. Reported procedure: 6-Chloro-2-(5-formyl-pyridin-3-yl)-1-methyl-1H-indole-3-carbonitrile (Example 126b, 2.0 g, 6.09 mmol), ethanesulfonamide (1.33 g, 12.17 mmol) and toluene (250 mL), and titanium(IV) isopropoxide (2.59 g, 9.13 mmol) is added dropwise. The mixture is stirred at 120° C. overnight. The mixture is then concentrated in vacuo. The residue is taken up in DCM (150 mL) and MeOH (150 mL), and NaBH4 (0.461 g, 12.17 mmol) is added at 0° C. The mixture is stirred at 0° C. for 30 min. Water (50 mL) is added and... Reactants: P(=O)(Br)(Br)Br (phosphorus oxybromide), ClC1=CC=C(C=C1)C=1C=C2C=CC(NC2=CC1)=O (6-(4-chloro-phenyl)-1H-quinolin-2-one), N (ammonia). Reaction conditions: temperature 110 celsius. The product is BrC1=NC2=CC=C(C=C2C=C1)C1=CC=C(C=C1)Cl (2-bromo-6-(4-chloro-phenyl)-quinoline). Reaction SMILES: P(Br)(Br)([Br:3])=O.[Cl:6][C:7]1[CH:12]=[CH:11][C:10]([C:13]2[CH:14]=[C:15]3[C:20](=[CH:21][CH:22]=2)[NH:19][C:18](=O)[CH:17]=[CH:16]3)=[CH:9][CH:8]=1.N>>[Br:3][C:18]1[CH:17]=[CH:16][C:15]2[C:20](=[CH:21][CH:22]=[C:13]([C:10]3[CH:11]=[CH:12][C:7]([Cl:6])=[CH:8][CH:9]=3)[CH:14]=2)[N:19]=1. Procedure details: 50 g (0.174 mol) phosphorus oxybromide are heated to 65° C., combined with 10 g (0.039 mol) 6-(4-chloro-phenyl)-1H-quinolin-2-one and heated to 110° C. for 3 h. The reaction mixture is then poured onto ice water and made alkaline with ammonia solution. The precipitate is filtered off and dried in the drying cupboard at 60° C.